Dataset: the Open Reaction Database (ORD), a public repository of structured organic reaction records. Task: describe an organic reaction: reactants, conditions, products, and yield Starting materials: C(C)(=O)O (acetic acid), C(C)(C)(C)OC(CN(C1CC2=CC=CC=C2C1)C([C@@H](N[C@@H](CCCCC1CCNCC1)C(=O)OCC)C)=O)=O (N-[N-[(S)-5-(4-piperidyl)-1-ethoxycarbonylpentyl]-L-alanyl]-N-(indan-2yl)glycine tert-butyl ester), Br.C(C)(=O)O (hydrogen bromide acetic acid). The solvent is C(C)OCC (ethyl ether). Reaction conditions: time 30 minute. The product is Br.Br.C(C)OC(=O)[C@H](CCCCC1CCNCC1)N[C@@H](C)C(=O)N(CC(=O)O)C1CC2=CC=CC=C2C1 (N-[N-[(S)-1-ethoxycarbonyl-5-(4-piperidyl)pentyl]-L-alanyl]-N-(indan-2-yl)glycine.dihydrobromide). Reaction SMILES: C(O)(=O)C.C([O:9][C:10](=[O:43])[CH2:11][N:12]([C:22](=[O:42])[C@H:23]([CH3:41])[NH:24][C@H:25]([C:36]([O:38][CH2:39][CH3:40])=[O:37])[CH2:26][CH2:27][CH2:28][CH2:29][CH:30]1[CH2:35][CH2:34][NH:33][CH2:32][CH2:31]1)[CH:13]1[CH2:21][C:20]2[C:15](=[CH:16][CH:17]=[CH:18][CH:19]=2)[CH2:14]1)(C)(C)C.[BrH:44].C(O)(=O)C>C(OCC)C>[BrH:44].[BrH:44].[CH2:39]([O:38][C:36]([C@@H:25]([NH:24][C@H:23]([C:22]([N:12]([CH:13]1[CH2:21][C:20]2[C:15](=[CH:16][CH:17]=[CH:18][CH:19]=2)[CH2:14]1)[CH2:11][C:10]([OH:43])=[O:9])=[O:42])[CH3:41])[CH2:26][CH2:27][CH2:28][CH2:29][CH:30]1[CH2:31][CH2:32][NH:33][CH2:34][CH2:35]1)=[O:37])[CH3:40] |f:2.3,5.6.7|. Reported procedure: In 2 mol of acetic acid is dissolved 0.3 g of N-[N-[(S)-5-(4-piperidyl)-1-ethoxycarbonylpentyl]-L-alanyl]-N-(indan-2yl)glycine tert-butyl ester, and 1 ml of hydrogen bromide-acetic acid solution is added to the solution, followed by standing at room temperature for 30 minutes. 50 ml of ethyl ether is added to the reaction solution, followed by shaking, and the supernatant layer is removed by decantation. The precipitate is collected and dried under reduced pressure to give 0.3 g of N-[N-[(S)-1-e... Reactants: N#Cc1c[nH]c2ccc(CCNC(=O)c3ccc(-c4ccnc(Cl)n4)cc3)cc12, CS(C)=O, NCC1CC1. The product is N#Cc1c[nH]c2ccc(CCNC(=O)c3ccc(-c4ccnc(NCC5CC5)n4)cc3)cc12. RXN SMILES: [C:6](#[N:7])[c:8]1[cH:9][nH:10][c:11]2[cH:12][cH:13][c:14]([CH2:17][CH2:18][NH:19][C:20]([c:21]3[cH:22][cH:23][c:24](-[c:27]4[n:28][c:29]([Cl:33])[n:30][cH:31][cH:32]4)[cH:25][cH:26]3)=[O:34])[cH:15][c:16]12.[CH3:35][S:36]([CH3:37])=[O:38].[CH:1]1([CH2:4][NH2:5])[CH2:2][CH2:3]1>>[CH:1]1([CH2:4][NH:5][c:29]2[n:28][c:27](-[c:24]3[cH:23][cH:22][c:21]([C:20]([NH:19][CH2:18][CH2:17][c:14]4[cH:13][cH:12][c:11]5[nH:10][cH:9][c:8]([C:6]#[N:7])[c:16]5[cH:15]4)=[O:34])[cH:26][cH:25]3)[cH:32][cH:31][n:30]2)[CH2:2][CH2:3]1. The reactants are CS(C)=O, N#Cc1cc(-c2nc3cncnc3s2)ccc1Cl, [H-], [Na+], O, Oc1ccccc1. The product is N#Cc1cc(-c2nc3cncnc3s2)ccc1Oc1ccccc1. RXN SMILES: [CH3:10][S:11]([CH3:12])=[O:13].[Cl:14][c:15]1[c:16]([C:30]#[N:31])[cH:17][c:18](-[c:21]2[s:22][c:23]3[n:24][cH:25][n:26][cH:27][c:28]3[n:29]2)[cH:19][cH:20]1.[H-:8].[Na+:9].[OH2:32].[OH:1][c:2]1[cH:3][cH:4][cH:5][cH:6][cH:7]1>>[O:1]([c:2]1[cH:3][cH:4][cH:5][cH:6][cH:7]1)[c:15]1[c:16]([C:30]#[N:31])[cH:17][c:18](-[c:21]2[s:22][c:23]3[n:24][cH:25][n:26][cH:27][c:28]3[n:29]2)[cH:19][cH:20]1. Reactants: CC1(C)CCC(C)(C)c2cc(C=CC(=O)O)ccc21, C1CCC(NC2CCCCC2)CC1, ClCCl, O=S(Cl)Cl. The product is CC1(C)CCC(C)(C)c2cc(C=CC(=O)Cl)ccc21. Reaction SMILES: [CH3:1][C:2]1([CH3:19])[c:3]2[cH:4][cH:5][c:6]([CH:14]=[CH:15][C:16](=[O:17])[OH:18])[cH:7][c:8]2[C:9]([CH3:12])([CH3:13])[CH2:10][CH2:11]1.[CH:20]1([NH:21][CH:22]2[CH2:23][CH2:24][CH2:25][CH2:26][CH2:27]2)[CH2:28][CH2:29][CH2:30][CH2:31][CH2:32]1.[Cl:37][CH2:38][Cl:39].[S:33]([Cl:34])([Cl:35])=[O:36]>>[CH3:1][C:2]1([CH3:19])[c:3]2[cH:4][cH:5][c:6]([CH:14]=[CH:15][C:16](=[O:17])[Cl:35])[cH:7][c:8]2[C:9]([CH3:12])([CH3:13])[CH2:10][CH2:11]1. Reactants: BrCC1=CC2=CC=CC=C2C=C1 (2-bromomethylnaphthalene), COP(OC)OC (trimethylphosphite), COP(OC)OC (trimethylphosphite). Run in C1(=CC=CC=C1)C (toluene). Yields the product COP(OC)(=O)CC1=CC2=CC=CC=C2C=C1 ((2-Naphthalenylmethyl)phosphonic acid dimethyl ester). The yield is 92.6%. As a reaction SMILES: Br[CH2:2][C:3]1[CH:12]=[CH:11][C:10]2[C:5](=[CH:6][CH:7]=[CH:8][CH:9]=2)[CH:4]=1.[CH3:13][O:14][P:15]([O:18]C)[O:16][CH3:17]>C1(C)C=CC=CC=1>[CH3:13][O:14][P:15]([CH2:2][C:3]1[CH:12]=[CH:11][C:10]2[C:5](=[CH:6][CH:7]=[CH:8][CH:9]=2)[CH:4]=1)(=[O:18])[O:16][CH3:17]. Procedure: A solution of 2-bromomethylnaphthalene (4.42 g, 0.020M) and trimethylphosphite (5 mL, 5.26 g, 0.042M) in dry toluene (100 mL) is heated at reflux temperature for 120 hours The reaction is incomplete, so the volume of the solution is reduced to 25 mL, additional trimethylphosphite (5 mL) is added, and the solution heated to reflux for another 24 hours. Solvent is removed under reduced pressure and the solid white residue is chromatographed over silica gel (40-63 μm, 195 g, ethyl acetate). Elution... Starting materials: CC(C#C)(CCC1=CC=CC=C1)O (3-methyl-3-hydroxy-5-phenyl-1-pentyne), CN(C=O)C (dimethylformamide), N1C=NC=C1 (imidazole), C(C)[Si](CC)(CC)Cl (triethylsilyl chloride). The solvent is CCOCC.O (ether water). Run at time 1 hour. Product: CC(C#C)(CCC1=CC=CC=C1)O[Si](CC)(CC)CC (3-methyl-5-phenyl-3-triethylsilyloxy-1-pentyne). RXN SMILES: [CH3:1][C:2]([OH:13])([CH2:5][CH2:6][C:7]1[CH:12]=[CH:11][CH:10]=[CH:9][CH:8]=1)[C:3]#[CH:4].CN(C)C=O.N1C=CN=C1.[CH2:24]([Si:26](Cl)([CH2:29][CH3:30])[CH2:27][CH3:28])[CH3:25]>CCOCC.O>[CH3:1][C:2]([O:13][Si:26]([CH2:29][CH3:30])([CH2:27][CH3:28])[CH2:24][CH3:25])([CH2:5][CH2:6][C:7]1[CH:8]=[CH:9][CH:10]=[CH:11][CH:12]=1)[C:3]#[CH:4] |f:4.5|. Procedure: The hydroxyl group is protected by treating 3.6 parts of 3-methyl-3-hydroxy-5-phenyl-1-pentyne in 15 parts by volume of dimethylformamide successively with 3.5 parts of imidazole and 4.0 parts of triethylsilyl chloride and stirring this mixture for 1 hour at room temperature. The reaction mixture is poured into ether/water and the ethereal layer is washed with water three times, dried over anhydrous sodium sulfate, and then the ether is removed at reduced pressure. Distillation of the residual o... The reactants are CN (methylamine), NC1=C(C=C(OC2=CC=NC3=CC(=C(C=C23)C(=O)NC)OC)C=C1)F (4-(4-Amino-3-fluorophenoxy)-7-methoxy-N-methylquinoline-6-carboxamide), CN1C(CCC1)=O (N-methylpyrrolidin-2-one), NC1=CC(=C(OC2=CC=NC3=CC(=C(C=C23)C(=O)NC)OC)C=C1)F (4-(4-Amino-2-fluorophenoxy)-7-methoxy-N-methylquinoline-6-carboxamide). Product: NC1=C(C=C(OC2=CC=NC3=CC(=C(C=C23)C(=O)OC)OC)C=C1)F (Methyl 4-(4-amino-3-fluorophenoxy)-7-methoxyquinoline-6-carboxylate). The yield is 62.0%. Reaction SMILES: [NH2:1][C:2]1[CH:24]=[CH:23][C:5]([O:6][C:7]2[C:16]3[C:11](=[CH:12][C:13]([O:21][CH3:22])=[C:14]([C:17](NC)=[O:18])[CH:15]=3)[N:10]=[CH:9][CH:8]=2)=[C:4](F)[CH:3]=1.CN.NC1C=CC(OC2C3C(=CC(OC)=C(C(NC)=O)C=3)N=CC=2)=CC=1[F:52].CN1CCC[C:55]1=[O:59]>>[NH2:1][C:2]1[CH:3]=[CH:4][C:5]([O:6][C:7]2[C:16]3[C:11](=[CH:12][C:13]([O:21][CH3:22])=[C:14]([C:17]([O:59][CH3:55])=[O:18])[CH:15]=3)[N:10]=[CH:9][CH:8]=2)=[CH:23][C:24]=1[F:52]. Procedure details: Similar to the synthesis of compound 46a, from compound 49b (50.5 mg), 40% aqueous methylamine solution (500 μL), and N-methylpyrrolidin-2-one (500 μL), compound 49c was yielded (31.2 mg, yield: 62%). The reactants are ClCCl, O=C(Cl)c1cc(C(F)(F)F)cc(C(F)(F)F)c1, NCCc1c[nH]c2ccccc12. Yields the product O=C(NCCc1c[nH]c2ccccc12)c1cc(C(F)(F)F)cc(C(F)(F)F)c1. RXN SMILES: [Cl:30][CH2:31][Cl:32].[F:13][C:14]([c:15]1[cH:16][c:17]([C:18](=[O:19])[Cl:20])[cH:21][c:22]([C:24]([F:25])([F:26])[F:27])[cH:23]1)([F:28])[F:29].[nH:1]1[cH:2][c:3]([CH2:10][CH2:11][NH2:12])[c:4]2[cH:5][cH:6][cH:7][cH:8][c:9]12>>[nH:1]1[cH:2][c:3]([CH2:10][CH2:11][NH:12][C:18]([c:17]2[cH:16][c:15]([C:14]([F:13])([F:28])[F:29])[cH:23][c:22]([C:24]([F:25])([F:26])[F:27])[cH:21]2)=[O:19])[c:4]2[cH:5][cH:6][cH:7][cH:8][c:9]12. Reactants: [Na] (sodium), C(#N)CC(=O)N (2-cyanoacetamide), C(C)(=O)O (acetic acid), ClC=1C=C(CN=[N+]=[N-])C=C(C1C(C1=CC=C(C=C1)Cl)=O)C (3-chloro-4-(4-chlorobenzoyl)-5-methylbenzyl azide). Run in C(C)O (ethanol). Reaction conditions: time 5 minute. Product: NC1=C(N=NN1CC1=CC(=C(C(=C1)C)C(C1=CC=C(C=C1)Cl)=O)Cl)C(=O)N (5-amino-1-(3-chloro-4-[4-chlorobenzoyl]-5-methylbenzyl)-1,2,3-triazole-4 -carboxamide). Isolated yield 67.3%. Reaction SMILES: [Na].[C:2]([CH2:4][C:5]([NH2:7])=[O:6])#[N:3].[Cl:8][C:9]1[CH:10]=[C:11]([CH:16]=[C:17]([CH3:28])[C:18]=1[C:19](=[O:27])[C:20]1[CH:25]=[CH:24][C:23]([Cl:26])=[CH:22][CH:21]=1)[CH2:12][N:13]=[N+:14]=[N-:15].C(O)(=O)C>C(O)C>[NH2:3][C:2]1[N:13]([CH2:12][C:11]2[CH:16]=[C:17]([CH3:28])[C:18]([C:19](=[O:27])[C:20]3[CH:25]=[CH:24][C:23]([Cl:26])=[CH:22][CH:21]=3)=[C:9]([Cl:8])[CH:10]=2)[N:14]=[N:15][C:4]=1[C:5]([NH2:7])=[O:6] |^1:0|. Reported procedure: A stirred, 60° C. solution of sodium (88.7 mg, 3.84 mmol) in absolute ethanol (9.6 ml) was treated with 2-cyanoacetamide (323 mg, 3.84 mmol), kept 5 min., and treated with 3-chloro-4-(4-chlorobenzoyl)-5-methylbenzyl azide (1.03 g, 3.20 mmol). The mixture was refluxed 1 hour, cooled to ambient temperature, acidified with glacial acetic acid (487 μl, 511 mg, 7.68 mmol), and evaporated to dryness at 30° C. under vacuum. The residue was chromatographed on a column of silica gel (150 g) eluted in 17 ... The reactants are FC1=CC=C(C=C1)[Mg]Br (4-fluorophenylmagnesium bromide), BrC1=CC=C(C=C1)F (4-bromofluorobenzene), [Mg] (magnesium), C(C)(=O)C1=CC=C(C=C1)C1=CC=NC=C1 (4-(4-acetylphenyl)pyridine), [Cl-].[NH4+] (ammonium chloride). Run in O1CCCC1 (tetrahydrofuran), O1CCCC1 (tetrahydrofuran). Conditions: time 30 minute. Yields the product FC1=CC=C(C=C1)C(C)(O)C1=CC=C(C=C1)C1=CC=NC=C1 (1-(4-fluorophenyl)-1-[4-(4-pyridyl)phenyl]ethanol). Isolated yield 68.2%. RXN SMILES: [F:1][C:2]1[CH:7]=[CH:6][C:5]([Mg]Br)=[CH:4][CH:3]=1.BrC1C=CC(F)=CC=1.[Mg].[C:19]([C:22]1[CH:27]=[CH:26][C:25]([C:28]2[CH:33]=[CH:32][N:31]=[CH:30][CH:29]=2)=[CH:24][CH:23]=1)(=[O:21])[CH3:20].[Cl-].[NH4+]>O1CCCC1>[F:1][C:2]1[CH:7]=[CH:6][C:5]([C:19]([C:22]2[CH:23]=[CH:24][C:25]([C:28]3[CH:29]=[CH:30][N:31]=[CH:32][CH:33]=3)=[CH:26][CH:27]=2)([OH:21])[CH3:20])=[CH:4][CH:3]=1 |f:4.5|. Procedure details: A solution of 4-fluorophenylmagnesium bromide (prepared from 7.6 ml (0.070 mol) 4-bromofluorobenzene and 3.40 g (0.14 mol) magnesium turnings) in tetrahydrofuran (150 mL) was added to a suspension of 4-(4-acetylphenyl)pyridine (9.85 g, 0.050 mol) in tetrahydrofuran (50 mL) at 0°. The mixture was stirred for 30 min at 0° and for 30 min at room temperature, then was poured into saturated aqueous ammonium chloride. The mixture was extracted with ether, the organic phase was washed with water and br...